Dataset: the Open Reaction Database (ORD), a public repository of structured organic reaction records. Task: describe an organic reaction: reactants, conditions, products, and yield Reactants: C1(=CC=CC=C1)C(C(=O)N=C=O)C1=CC=CC=C1 (diphenyl-acetyl isocyanate), C(C)O (ethanol). Product: C(C)OC(NC(C(C1=CC=CC=C1)C1=CC=CC=C1)=O)=O (Diphenylacetyl-carbamic acid ethyl ester). As a reaction SMILES: [C:1]1([CH:7]([C:13]2[CH:18]=[CH:17][CH:16]=[CH:15][CH:14]=2)[C:8]([N:10]=[C:11]=[O:12])=[O:9])[CH:6]=[CH:5][CH:4]=[CH:3][CH:2]=1.[CH2:19]([OH:21])[CH3:20]>>[CH2:19]([O:21][C:11](=[O:12])[NH:10][C:8](=[O:9])[CH:7]([C:1]1[CH:6]=[CH:5][CH:4]=[CH:3][CH:2]=1)[C:13]1[CH:18]=[CH:17][CH:16]=[CH:15][CH:14]=1)[CH3:20]. Reported procedure: The title compound, white solid, m.p. 133° C. and MS: m/e=284.2 (M+H+) was prepared in accordance with the general method of example 1 from diphenyl-acetyl isocyanate and ethanol. The reactants are CC(Cl)(C(=O)O)c1ccc2c(c1)Cc1cccnc1O2, [H][H], [Na+], [OH-]. The product is CC(C(=O)O)c1ccc2c(c1)Cc1cccnc1O2. As a reaction SMILES: [Cl:1][C:2]([C:3](=[O:4])[OH:5])([CH3:6])[c:7]1[cH:8][cH:9][c:10]2[c:11]([cH:20]1)[CH2:12][c:13]1[c:14]([n:15][cH:16][cH:17][cH:18]1)[O:19]2.[H:23][H:24].[Na+:22].[OH-:21]>>[CH:2]([C:3](=[O:4])[OH:5])([CH3:6])[c:7]1[cH:8][cH:9][c:10]2[c:11]([cH:20]1)[CH2:12][c:13]1[c:14]([n:15][cH:16][cH:17][cH:18]1)[O:19]2. RXN SMILES: [C:1](Cl)(=O)[CH3:2].[CH2:5]([O:7][C:8]1[C:12]([CH3:13])=[C:11]([C:14]([OH:16])=[O:15])[O:10][N:9]=1)[CH3:6].C([O-])(O)=O.[Na+]>CCO>[CH2:5]([O:7][C:8]1[C:12]([CH3:13])=[C:11]([C:14]([O:16][CH2:1][CH3:2])=[O:15])[O:10][N:9]=1)[CH3:6] |f:2.3|. Run at temperature 0 celsius, time 20 minute. Yields the product C(C)OC1=NOC(=C1C)C(=O)OCC (Ethyl 3-Ethoxy-4-methylisoxazole-5-carboxylate). The yield is 90.4%. Reactants: C(C)(=O)Cl (Acetyl chloride), C(C)OC1=NOC(=C1C)C(=O)O (3-ethoxy-4-methylisoxazole-5-carboxylic acid), C(=O)(O)[O-].[Na+] (NaHCO3). Procedure: Acetyl chloride (25 mL, 0.35 mol) was added to EtOH (250 mL) at 0° C. and the solution was stirred at 0° C. for 20 min. A solution of 3-ethoxy-4-methylisoxazole-5-carboxylic acid (WO95/12587,A1) (18 g, 0.10 mol) in EtOH (20 ml) was added and the resulting mixture was boiled under reflux for 4 h. The mixture was cooled, added NaHCO3 (200 mL) and extracted with diethylether (3×300 mL). The organic extracts were dried (MgSO4) and concentrated in vacuo to afford crude title compound (18 g, 86%). The solvent is CCO (EtOH), CCO (EtOH). Starting materials: CC(C)(C)OC(=O)N1CCC(O)(c2ccc3cc(OCc4ccccc4)ccc3c2)CC1, CCOC(C)=O, Cl, C1CCOC1. Yields the product OC1(c2ccc3cc(OCc4ccccc4)ccc3c2)CCNCC1. Reaction SMILES: [C:1]([O:2][C:3](=[O:4])[N:8]1[CH2:9][CH2:10][C:11]([c:14]2[cH:15][c:16]3[cH:17][cH:18][c:19]([O:24][CH2:25][c:26]4[cH:27][cH:28][cH:29][cH:30][cH:31]4)[cH:20][c:21]3[cH:22][cH:23]2)([OH:32])[CH2:12][CH2:13]1)([CH3:5])([CH3:6])[CH3:7].[CH3:34][CH2:35][O:36][C:37](=[O:38])[CH3:39].[ClH:33].[O:40]1[CH2:41][CH2:42][CH2:43][CH2:44]1>>[NH:8]1[CH2:9][CH2:10][C:11]([c:14]2[cH:15][c:16]3[cH:17][cH:18][c:19]([O:24][CH2:25][c:26]4[cH:27][cH:28][cH:29][cH:30][cH:31]4)[cH:20][c:21]3[cH:22][cH:23]2)([OH:32])[CH2:12][CH2:13]1. Reactants: C1CCOC1, CO, COC(=O)C(Cc1ccccc1Cl)NC(c1ccccc1)C(F)(F)F, [Na+], [OH-]. The product is O=C(O)C(Cc1ccccc1Cl)NC(c1ccccc1)C(F)(F)F. As a reaction SMILES: [CH2:28]1[O:29][CH2:30][CH2:31][CH2:32]1.[CH3:26][OH:27].[Cl:1][c:2]1[c:3]([CH2:8][CH:9]([C:10](=[O:11])[O:12][CH3:13])[NH:14][CH:15]([C:16]([F:17])([F:18])[F:19])[c:20]2[cH:21][cH:22][cH:23][cH:24][cH:25]2)[cH:4][cH:5][cH:6][cH:7]1.[Na+:34].[OH-:33]>>[Cl:1][c:2]1[c:3]([CH2:8][CH:9]([C:10](=[O:11])[OH:12])[NH:14][CH:15]([C:16]([F:17])([F:18])[F:19])[c:20]2[cH:21][cH:22][cH:23][cH:24][cH:25]2)[cH:4][cH:5][cH:6][cH:7]1. Starting materials: CC1=NC=2C(=NC(=CC2C)C)N1CC1=CC=C(C=C1)NCC1CCNCC1 (4-[4-(2,5,7-Trimethyl-3H-imidazo[4,5-b]pyridin-3-ylmethyl)phenylamino]methylpiperidine), O1CCC(CC1)=O (tetrahydro-4-pyranone), [OH-].[Na+] (sodium hydroxide), C(C)(=O)O[BH-](OC(C)=O)OC(C)=O.[Na+] (sodium triacetoxyborohydride). Solvent: ClCCCl (1,2-dichloroethane). Reaction conditions: time 15 minute. Product: CC1=NC=2C(=NC(=CC2C)C)N1CC1=CC=C(C=C1)NCC1CCN(CC1)C1CCOCC1 (4-[4-(2,5,7-Trimethyl-3H-imidazo[4,5-b]pyridin-3-ylmethyl)phenylamino]methyl-1-(4-tetrahydropyranyl)piperidine). Isolated yield 53.6%. As a reaction SMILES: [CH3:1][C:2]1[N:12]([CH2:13][C:14]2[CH:19]=[CH:18][C:17]([NH:20][CH2:21][CH:22]3[CH2:27][CH2:26][NH:25][CH2:24][CH2:23]3)=[CH:16][CH:15]=2)[C:5]2=[N:6][C:7]([CH3:11])=[CH:8][C:9]([CH3:10])=[C:4]2[N:3]=1.[O:28]1[CH2:33][CH2:32][C:31](=O)[CH2:30][CH2:29]1.C(O[BH-](OC(=O)C)OC(=O)C)(=O)C.[Na+].[OH-].[Na+]>ClCCCl>[CH3:1][C:2]1[N:12]([CH2:13][C:14]2[CH:19]=[CH:18][C:17]([NH:20][CH2:21][CH:22]3[CH2:23][CH2:24][N:25]([CH:31]4[CH2:32][CH2:33][O:28][CH2:29][CH2:30]4)[CH2:26][CH2:27]3)=[CH:16][CH:15]=2)[C:5]2=[N:6][C:7]([CH3:11])=[CH:8][C:9]([CH3:10])=[C:4]2[N:3]=1 |f:2.3,4.5|. Procedure details: A solution of Compound 157 (0.250 g, 0.69 mmol) in 1,2-dichloroethane was added with tetrahydro-4-pyranone (0.096 mL, 1.04 mmol) followed by stirring for 15 minutes. The mixture was added with sodium triacetoxyborohydride (0.439 g, 2.07 mmol) followed by stirring at room temperature for 5 hours. The reaction mixture was added with a 2 mol/L aqueous sodium hydroxide solution and extracted with dichloromethane three times. The organic layer was dried over anhydrous magnesium sulfate and concentrat... Reactants: CC(=O)O, CO, [Fe], CC(C)(C)OC(=O)N1CCN(c2ccc([N+](=O)[O-])nc2)CC1. Product: CC(C)(C)OC(=O)N1CCN(c2ccc(N)nc2)CC1. As a reaction SMILES: [CH3:23][C:24](=[O:25])[OH:26].[CH3:28][OH:29].[Fe:27].[N+:1]([O-:2])(=[O:3])[c:4]1[cH:5][cH:6][c:7]([N:10]2[CH2:11][CH2:12][N:13]([C:16](=[O:17])[O:18][C:19]([CH3:20])([CH3:21])[CH3:22])[CH2:14][CH2:15]2)[cH:8][n:9]1>>[NH2:1][c:4]1[cH:5][cH:6][c:7]([N:10]2[CH2:11][CH2:12][N:13]([C:16](=[O:17])[O:18][C:19]([CH3:20])([CH3:21])[CH3:22])[CH2:14][CH2:15]2)[cH:8][n:9]1. RXN SMILES: [CH3:44][CH2:45][CH2:46][CH2:47][N+:48]([CH2:49][CH2:50][CH2:51][CH3:52])([CH2:53][CH2:54][CH2:55][CH3:56])[CH2:57][CH2:58][CH2:59][CH3:60].[CH3:66][CH2:67][O:68][C:69](=[O:70])[CH3:71].[F-:43].[O:61]1[CH2:62][CH2:63][CH2:64][CH2:65]1.[c:1]1([S:2](=[O:3])(=[O:4])[n:10]2[c:11]([C:26](=[CH:27][CH:28]3[CH2:29][CH2:30][CH2:31][CH2:32]3)[c:33]3[cH:34][cH:35][c:36]([S:39](=[O:40])(=[O:41])[CH3:42])[cH:37][cH:38]3)[cH:12][c:13]3[c:14]2[n:15][cH:16][c:17]([O:19][CH2:20][C:21](=[O:22])[N:23]([CH3:24])[CH3:25])[cH:18]3)[cH:5][cH:6][cH:7][cH:8][cH:9]1>>[nH:10]1[c:11]([C:26](=[CH:27][CH:28]2[CH2:29][CH2:30][CH2:31][CH2:32]2)[c:33]2[cH:34][cH:35][c:36]([S:39](=[O:40])(=[O:41])[CH3:42])[cH:37][cH:38]2)[cH:12][c:13]2[c:14]1[n:15][cH:16][c:17]([O:19][CH2:20][C:21](=[O:22])[N:23]([CH3:24])[CH3:25])[cH:18]2. Product: CN(C)C(=O)COc1cnc2[nH]c(C(=CC3CCCC3)c3ccc(S(C)(=O)=O)cc3)cc2c1. Reactants: CCCC[N+](CCCC)(CCCC)CCCC, CCOC(C)=O, [F-], C1CCOC1, CN(C)C(=O)COc1cnc2c(c1)cc(C(=CC1CCCC1)c1ccc(S(C)(=O)=O)cc1)n2S(=O)(=O)c1ccccc1. The yield is 60.0%. Procedure details: N-(4-{[7-(Benzyloxy)-6-methoxy-4-quinazolinyl]oxy}-2-chlorophenyl)-N′-propylurea (42.2 g) was dissolved in trifluoroacetic acid (200 ml). Methanesulfonic acid (11.1 ml) was then added to the solution, and the mixture was stirred at 100° C. for 4 hr. The reaction solution was cooled to room temperature, and trifluoroacetic acid was removed by distillation under the reduced pressure. Chloroform and methanol were added to the mixture as the residue, followed by extraction with a 10% aqueous sodium ... Run at temperature 100 celsius, time 4 hour. Run in FC(C(=O)O)(F)F (trifluoroacetic acid). Starting materials: C(C1=CC=CC=C1)OC1=C(C=C2C(=NC=NC2=C1)OC1=CC(=C(C=C1)NC(=O)NCCC)Cl)OC (N-(4-{[7-(Benzyloxy)-6-methoxy-4-quinazolinyl]oxy}-2-chlorophenyl)-N′-propylurea), CS(=O)(=O)O (Methanesulfonic acid). As a reaction SMILES: C([O:8][C:9]1[CH:18]=[C:17]2[C:12]([C:13]([O:19][C:20]3[CH:25]=[CH:24][C:23]([NH:26][C:27]([NH:29][CH2:30][CH2:31][CH3:32])=[O:28])=[C:22]([Cl:33])[CH:21]=3)=[N:14][CH:15]=[N:16]2)=[CH:11][C:10]=1[O:34][CH3:35])C1C=CC=CC=1.CS(O)(=O)=O>FC(F)(F)C(O)=O>[Cl:33][C:22]1[CH:21]=[C:20]([O:19][C:13]2[C:12]3[C:17](=[CH:18][C:9]([OH:8])=[C:10]([O:34][CH3:35])[CH:11]=3)[N:16]=[CH:15][N:14]=2)[CH:25]=[CH:24][C:23]=1[NH:26][C:27]([NH:29][CH2:30][CH2:31][CH3:32])=[O:28]. Product: ClC1=C(C=CC(=C1)OC1=NC=NC2=CC(=C(C=C12)OC)O)NC(=O)NCCC (N-{2-Chloro-4-[(7-hydroxy6-methoxy-4-quinazolinyl)oxy]phenyl}-N′-propylurea). Product: COC(=O)CCCC(CC)O (hexan-3-ol-6-carboxylic acid methyl ester). Run in C(C)OCC (diethyl ether). Reported procedure: Compound XL is prepared by reacting endo-bicycle[3.1.0]hex-2-ene-6-carboxylic acid methyl ester with diborane in a mixture of tetrahydrofuran and diethyl ether, a reaction generally known in the art, to give endo-bicyclo[3.100]63 hexan-3-ol-6-carboxylic acid methyl ester which is then reacted with dihydropyran in the presence of a catalytic amount of POCl3 to give the desired compound. This is then used as described in said Belgian patent to produce the endo form of bicyclo-ketone XVI. RXN SMILES: [CH3:1][O:2][C:3]([CH2:5][CH2:6][CH2:7][CH:8]=[CH:9][CH3:10])=[O:4].B#B.[O:13]1CCCC1>C(OCC)C>[CH3:1][O:2][C:3]([CH2:5][CH2:6][CH2:7][CH:8]([OH:13])[CH2:9][CH3:10])=[O:4]. Starting materials: COC(=O)CCCC=CC (hex-2-ene-6-carboxylic acid methyl ester), B#B (diborane), O1CCCC1 (tetrahydrofuran).